This data is from the Open Reaction Database (ORD), a public repository of structured organic reaction records. The task is: describe an organic reaction: reactants, conditions, products, and yield Starting materials: [NH4+].[Cl-] (NH4Cl), C1(CCCC1)N1C=NC(=C1)CC(=O)OC1CCCC1 (Cyclopentyl (1-cyclopentyl-1H-imidazol-4-yl)acetate), C(#N)C(=O)OC (methyl cyanoformate), C[Si](N[Si](C)(C)C)(C)C.[Li] (lithium hexamethyldisilazane). Solvent: O1CCCC1 (tetrahydrofuran). Conditions: temperature 0 celsius, time 7 hour. Product: C1(CCCC1)N1C=NC(=C1)C(C(=O)OC1CCCC1)C(=O)OC (Cyclopentyl methyl 2-(1-cyclopentyl-1H-imidazol-4-yl)malonate). Reaction SMILES: [CH:1]1([N:6]2[CH:10]=[C:9]([CH2:11][C:12]([O:14][CH:15]3[CH2:19][CH2:18][CH2:17][CH2:16]3)=[O:13])[N:8]=[CH:7]2)[CH2:5][CH2:4][CH2:3][CH2:2]1.C[Si](C)(C)N[Si](C)(C)C.[Li].C([C:32]([O:34][CH3:35])=[O:33])#N.[NH4+].[Cl-]>O1CCCC1>[CH:1]1([N:6]2[CH:10]=[C:9]([CH:11]([C:32]([O:34][CH3:35])=[O:33])[C:12]([O:14][CH:15]3[CH2:16][CH2:17][CH2:18][CH2:19]3)=[O:13])[N:8]=[CH:7]2)[CH2:2][CH2:3][CH2:4][CH2:5]1 |f:1.2,4.5,^1:28|. Reported procedure: Cyclopentyl (1-cyclopentyl-1H-imidazol-4-yl)acetate (2.00 g; 7.60 mmol) was dissolved in tetrahydrofuran (THF; 45 ml). The reaction solution was cooled to 0° C. and then lithium hexamethyldisilazane (20% in THF; 6.33 ml; 7.60 mmol) was added dropwise. The mixture was stirred at 0° C. for a further hour. Then methyl cyanoformate (0.66 ml; 8.36 mmol) was added. The mixture was stirred at 0° C. for 10 min and then at RT for 7 h. The reaction solution was then added to saturated NH4Cl solution. It w... Starting materials: reduced iron, [Cl-].[NH4+] (ammonium chloride), C(C)(C)O (isopropyl alcohol), [N+](=O)([O-])C1=CC=C(C(=O)CC(=O)OCC)C=C1 (ethyl p-nitrobenzoylacetate). The solvent is O (water). Conditions: temperature 5 celsius. Product: NC1=CC=C(C(=O)CC(=O)OCC)C=C1 (ethyl p-aminobenzoylacetate). The yield is 83.1%. As a reaction SMILES: [Cl-].[NH4+].C(O)(C)C.[N+:7]([C:10]1[CH:23]=[CH:22][C:13]([C:14]([CH2:16][C:17]([O:19][CH2:20][CH3:21])=[O:18])=[O:15])=[CH:12][CH:11]=1)([O-])=O>O>[NH2:7][C:10]1[CH:11]=[CH:12][C:13]([C:14]([CH2:16][C:17]([O:19][CH2:20][CH3:21])=[O:18])=[O:15])=[CH:22][CH:23]=1 |f:0.1|. Procedure details: Into a mixture comprising 224 g of reduced iron, 13.4 g of ammonium chloride, 1 liter of isopropyl alcohol and 0.2 liter of water was added 237 g of ethyl p-nitrobenzoylacetate in small portions at a temperature between 50° C. and 70° C. with caution against heat generation. The mixture was allowed to react at 70° C. for 1 hour, followed by filtration. To the filtrate was added 1 liter of water, and crystals precipitated upon cooling to 5° C. were separated by filtration to obtain 172 g of ethyl... The reactants are [OH-].[Na+] (sodium hydroxide), C(C)(=O)N1C(C(C2=CC(=CC=C12)N(S(=O)(=O)C1=CC=CC=C1)C(C)=O)=C(C1=CC=CC=C1)OCC)=O (1-acetyl-3-(1-ethoxy-1-phenyl-methylidene)-5-(N-acetyl-N-phenylsulphonyl-amino)-2-indolinone). Solvent: ClCCl (dichloromethane), C(C)O (ethanol). Reaction conditions: time 20 minute. The product is C(C)OC(C1=CC=CC=C1)=C1C(NC2=CC=C(C=C12)NS(=O)(=O)C1=CC=CC=C1)=O (3-(1-ethoxy-1-phenyl-methylidene)-5-phenylsulphonylamino-2-indolinone). As a reaction SMILES: [OH-].[Na+].C([N:6]1[C:14]2[C:9](=[CH:10][C:11]([N:15](C(=O)C)[S:16]([C:19]3[CH:24]=[CH:23][CH:22]=[CH:21][CH:20]=3)(=[O:18])=[O:17])=[CH:12][CH:13]=2)[C:8](=[C:28]([O:35][CH2:36][CH3:37])[C:29]2[CH:34]=[CH:33][CH:32]=[CH:31][CH:30]=2)[C:7]1=[O:38])(=O)C>ClCCl.C(O)C>[CH2:36]([O:35][C:28](=[C:8]1[C:9]2[C:14](=[CH:13][CH:12]=[C:11]([NH:15][S:16]([C:19]3[CH:24]=[CH:23][CH:22]=[CH:21][CH:20]=3)(=[O:17])=[O:18])[CH:10]=2)[NH:6][C:7]1=[O:38])[C:29]1[CH:34]=[CH:33][CH:32]=[CH:31][CH:30]=1)[CH3:37] |f:0.1|. Procedure: 8 ml of 4 N sodium hydroxide solution are added to a solution of 4.0 g (8 mmol) of 1-acetyl-3-(1-ethoxy-1-phenyl-methylidene)-5-(N-acetyl-N-phenylsulphonyl-amino)-2-indolinone (Example 1e) in a mixture of 20 ml of dichloromethane and 20 ml of ethanol and the resulting mixture is stirred for 20 minutes at ambient temperature. It is then evaporated down to about. 10 ml and 150 ml of water are added. The pH is adjusted to 8–9 with 1 N hydrochloric acid. The precipitate formed is suction filtered, w...